Dataset: the Open Reaction Database (ORD), a public repository of structured organic reaction records. Task: describe an organic reaction: reactants, conditions, products, and yield Reactants: ClCC(=O)NC1=C(C=CC=C1C)C (N-chloroacetyl-2,6-dimethylaniline), CC=1SC=C(N1)CCl (2-methyl-4-chloromethylthiazole), [H-].[Na+] (sodium hydride). The solvent is CN(C=O)C (dimethylformamide). The product is ClCC(=O)N(C1=C(C=CC=C1C)C)CC=1N=C(SC1)C (2-chloro-N-(2-methylthiazol-4-yl)methyl-N-(2,6-dimethylphenyl)acetamide). Isolated yield 18.0%. RXN SMILES: [Cl:1][CH2:2][C:3]([NH:5][C:6]1[C:11]([CH3:12])=[CH:10][CH:9]=[CH:8][C:7]=1[CH3:13])=[O:4].[CH3:14][C:15]1[S:16][CH:17]=[C:18]([CH2:20]Cl)[N:19]=1.[H-].[Na+]>CN(C)C=O>[Cl:1][CH2:2][C:3]([N:5]([CH2:20][C:18]1[N:19]=[C:15]([CH3:14])[S:16][CH:17]=1)[C:6]1[C:11]([CH3:12])=[CH:10][CH:9]=[CH:8][C:7]=1[CH3:13])=[O:4] |f:2.3|. Procedure details: A mixture of 5.33 g N-chloroacetyl-2,6-dimethylaniline and 4 g 2-methyl-4-chloromethylthiazole (prepared in Example 4A above) in dry dimethylformamide was treated with 1.56 g sodium hydride as in Example 3 above. After workup, the solid product was purified by high-pressure liquid chromatography to yield 1.5 g pure product, m.p. 62°-64° C. This product is shown as Compound 3 in Table I. C15H17ClN2OS: calc., %C 58.35, %H 5.51, %N 9.08; found, %C 59.23, %H 5.79, %N 9.28. RXN SMILES: [Br:1][c:2]1[cH:3][c:4]([CH3:11])[c:5]([C:6](=[O:7])[OH:8])[cH:9][cH:10]1.[CH2:12]([CH3:13])[c:14]1[cH:15][c:16]([CH3:26])[c:17]([N:20]2[CH2:21][CH2:22][NH:23][CH2:24][CH2:25]2)[n:18][cH:19]1>>[Br:1][c:2]1[cH:3][c:4]([CH3:11])[c:5]([C:6](=[O:8])[N:23]2[CH2:22][CH2:21][N:20]([c:17]3[c:16]([CH3:26])[cH:15][c:14]([CH2:12][CH3:13])[cH:19][n:18]3)[CH2:25][CH2:24]2)[cH:9][cH:10]1. Yields the product CCc1cnc(N2CCN(C(=O)c3ccc(Br)cc3C)CC2)c(C)c1. Reactants: Cc1cc(Br)ccc1C(=O)O, CCc1cnc(N2CCNCC2)c(C)c1.